From a dataset of the Open Reaction Database (ORD), a public repository of structured organic reaction records. describe an organic reaction: reactants, conditions, products, and yield Starting materials: C(C1=CC=CC=C1)OC1=C(C=C(C=C1)C)C[C@H](C)O ((S)-1-(2-(benzyloxy)-5-methylphenyl)propan-2-ol), C[C@H]1OC1 ((R)-2-methyloxirane). Yields the product C(C1=CC=CC=C1)OC1=C(C=C(C=C1)C)C[C@@H](C)O ((R)-1-(2-(benzyloxy)-5-methylphenyl)propan-2-ol). As a reaction SMILES: [CH2:1]([O:8][C:9]1[CH:14]=[CH:13][C:12]([CH3:15])=[CH:11][C:10]=1[CH2:16][C@@H:17]([OH:19])[CH3:18])[C:2]1[CH:7]=[CH:6][CH:5]=[CH:4][CH:3]=1.C[C@@H]1CO1>>[CH2:1]([O:8][C:9]1[CH:14]=[CH:13][C:12]([CH3:15])=[CH:11][C:10]=1[CH2:16][C@H:17]([OH:19])[CH3:18])[C:2]1[CH:3]=[CH:4][CH:5]=[CH:6][CH:7]=1. Reported procedure: The title compound 5a was prepared according to the method for preparation of compound 3b of Example 3 by replacing (S)-2-methyloxirane with (R)-2-methyloxirane.